This data is from the Open Reaction Database (ORD), a public repository of structured organic reaction records. The task is: describe an organic reaction: reactants, conditions, products, and yield The reactants are BrCC1COc2ccccc2O1, Br, CCN(C(C)C)C(C)C, COC(=O)C1=CCCNC1, CN(C)C=O. Product: COC(=O)C1=CCCN(CC2COc3ccccc3O2)C1. RXN SMILES: [Br:21][CH2:22][CH:23]1[CH2:24][O:25][c:26]2[c:27]([cH:29][cH:30][cH:31][cH:32]2)[O:28]1.[BrH:1].[CH2:12]([N:13]([CH:14]([CH3:15])[CH3:16])[CH:17]([CH3:18])[CH3:19])[CH3:20].[CH3:2][O:3][C:4](=[O:5])[C:6]1=[CH:11][CH2:10][CH2:9][NH:8][CH2:7]1.[CH3:33][N:34]([CH3:35])[CH:36]=[O:37]>>[CH3:2][O:3][C:4](=[O:5])[C:6]1=[CH:11][CH2:10][CH2:9][N:8]([CH2:22][CH:23]2[CH2:24][O:25][c:26]3[c:27]([cH:29][cH:30][cH:31][cH:32]3)[O:28]2)[CH2:7]1. Starting materials: C(C)OC(=O)N1C(C2(C(NC(CC2C2=CC(=CC=C2)Cl)=O)C2=C(C=CC=C2)C)C2=CC=C(C=C12)Cl)=O (racemic (2′R,3R,4′S)-6-chloro-4′-(3-chlorophenyl)-2,3-dihydro-2′-(2-methylphenyl)-2,6′-dioxospiro[indole-3,3′-piperidine]-1-carboxylic acid ethyl ester), [OH-].[Na+] (NaOH). The solvent is CO (methanol). Product: ClC1=CC=C2C(=C1)NC(C21C(NC(CC1C1=CC(=CC=C1)Cl)=O)C1=C(C=CC=C1)C)=O (racemic (2′R,3R,4′S)-6-chloro-4′-(3-chlorophenyl)-2′-(2-methylphenyl)spiro[3H-indole-3,3′-piperidine]-2,6′(1H)-dione). Isolated yield 70.0%. RXN SMILES: C(OC([N:6]1[C:34]2[C:29](=[CH:30][CH:31]=[C:32]([Cl:35])[CH:33]=2)[C:8]2([CH:13]([C:14]3[CH:19]=[CH:18][CH:17]=[C:16]([Cl:20])[CH:15]=3)[CH2:12][C:11](=[O:21])[NH:10][CH:9]2[C:22]2[CH:27]=[CH:26][CH:25]=[CH:24][C:23]=2[CH3:28])[C:7]1=[O:36])=O)C.[OH-].[Na+]>CO>[Cl:35][C:32]1[CH:33]=[C:34]2[NH:6][C:7](=[O:36])[C:8]3([CH:13]([C:14]4[CH:19]=[CH:18][CH:17]=[C:16]([Cl:20])[CH:15]=4)[CH2:12][C:11](=[O:21])[NH:10][CH:9]3[C:22]3[CH:27]=[CH:26][CH:25]=[CH:24][C:23]=3[CH3:28])[C:29]2=[CH:30][CH:31]=1 |f:1.2|. Procedure: In a manner similar to the method described in example 4d, racemic (2′R,3R,4′S)-6-chloro-4′-(3-chlorophenyl)-2,3-dihydro-2′-(2-methylphenyl)-2,6′-dioxospiro[indole-3,3′-piperidine]-1-carboxylic acid ethyl ester (0.4 g, 0.76 mmol) was reacted with 2 N of NaOH solution (10 mL, 20 mmol) in methanol to give racemic (2′R,3R,4′S)-6-chloro-4′-(3-chlorophenyl)-2′-(2-methylphenyl)spiro[3H-indole-3,3′-piperidine]-2,6′(1H)-dione (Yield 0.24 g, 70%). Product: BrC1=CN=C(C=2N1C=CN2)NC2=CC(=C(C=C2)N2CCN(CC2)C)F ((5-Bromo-imidazo[1,2-a]pyrazin-8-yl)-[3-fluoro-4-(4-methyl-piperazin-1-yl)-phenyl]-amine). As a reaction SMILES: [Br:1][C:2]1[N:7]2[CH:8]=[CH:9][N:10]=[C:6]2[C:5](Br)=[N:4][CH:3]=1.[F:12][C:13]1[CH:14]=[C:15]([NH2:26])[CH:16]=[CH:17][C:18]=1[N:19]1[CH2:24][CH2:23][N:22]([CH3:25])[CH2:21][CH2:20]1.CCN(C(C)C)C(C)C>CC(O)C>[Br:1][C:2]1[N:7]2[CH:8]=[CH:9][N:10]=[C:6]2[C:5]([NH:26][C:15]2[CH:16]=[CH:17][C:18]([N:19]3[CH2:24][CH2:23][N:22]([CH3:25])[CH2:21][CH2:20]3)=[C:13]([F:12])[CH:14]=2)=[N:4][CH:3]=1. Procedure details: Following the general procedure for amine displacement using 5,8-dibromoimidazo[1,2-a]pyrazine (0.50 g, 1.81 mmol), 3-fluoro-4-(4-methyl-piperazin-1-yl)-phenylamine (0.45 g, 2.17 mmol) and DIPEA (0.47 mL, 2.72 mmol) in iPrOH (5 mL). The crude material is purified by silica gel column chromatography eluting with 90:10 DCM:MeOH to give the title compound (35 mg, 5%). Yield: 4.8%. Run in CC(C)O (iPrOH). Starting materials: amine, CCN(C(C)C)C(C)C (DIPEA), BrC1=CN=C(C=2N1C=CN2)Br (5,8-dibromoimidazo[1,2-a]pyrazine), FC=1C=C(C=CC1N1CCN(CC1)C)N (3-fluoro-4-(4-methyl-piperazin-1-yl)-phenylamine). Reactants: COC(=O)C1=NC=CN=C1NC1=C(C=C(C=C1)Cl)[N+](=O)[O-] (3-(4-chloro-2-nitrophenylamino)-pyrazine-2-carboxylic acid methyl ester), [H-].[Na+] (sodium hydride), O (water), CI (methyl iodide). Run in CN(C)P(=O)(N(C)C)N(C)C (hexamethylphosphorotriamide). Conditions: time 1 hour. Product: COC(=O)C1=NC=CN=C1N(C)C1=C(C=C(C=C1)Cl)[N+](=O)[O-] (3-(4-chloro-N-methyl-2-nitrophenylamino)-pyrazine-2-carboxylic acid methyl ester). As a reaction SMILES: [CH3:1][O:2][C:3]([C:5]1[C:10]([NH:11][C:12]2[CH:17]=[CH:16][C:15]([Cl:18])=[CH:14][C:13]=2[N+:19]([O-:21])=[O:20])=[N:9][CH:8]=[CH:7][N:6]=1)=[O:4].[H-].[Na+].[CH3:24]I.O>CN(P(N(C)C)(N(C)C)=O)C>[CH3:1][O:2][C:3]([C:5]1[C:10]([N:11]([C:12]2[CH:17]=[CH:16][C:15]([Cl:18])=[CH:14][C:13]=2[N+:19]([O-:21])=[O:20])[CH3:24])=[N:9][CH:8]=[CH:7][N:6]=1)=[O:4] |f:1.2|. Procedure: A solution of 3.1 g 3-(4-chloro-2-nitrophenylamino)-pyrazine-2-carboxylic acid methyl ester in 15 ml absolute hexamethylphosphorotriamide is treated portionwise with 0.3 g sodium hydride. The reaction mixture is stirred at room temperature for 1 hour and then treated dropwise with 2.8 g methyl iodide, and the temperature is maintained under 20° C. After the reaction mixture has been stirred for 1 hour at room temperature 10 ml water are added dropwise. The mixture is extracted with ethyl acetate... Starting materials: C1CCOC1, CC(C)(C)[Si](C)(C)OCCCN1CC2CC2(c2ccc(C(F)(F)F)cc2F)C1. Product: OCCCN1CC2CC2(c2ccc(C(F)(F)F)cc2F)C1. As a reaction SMILES: [CH2:29]1[O:30][CH2:31][CH2:32][CH2:33]1.[CH3:1][C:2]([Si:3]([CH3:4])([CH3:5])[O:6][CH2:7][CH2:8][CH2:9][N:10]1[CH2:11][C:12]2([c:16]3[c:17]([F:26])[cH:18][c:19]([C:22]([F:23])([F:24])[F:25])[cH:20][cH:21]3)[CH2:13][CH:14]2[CH2:15]1)([CH3:27])[CH3:28]>>[OH:6][CH2:7][CH2:8][CH2:9][N:10]1[CH2:11][C:12]2([c:16]3[c:17]([F:26])[cH:18][c:19]([C:22]([F:23])([F:24])[F:25])[cH:20][cH:21]3)[CH2:13][CH:14]2[CH2:15]1.